This data is from the Open Reaction Database (ORD), a public repository of structured organic reaction records. The task is: describe an organic reaction: reactants, conditions, products, and yield The reactants are Cc1ccc(-c2ccc3c(c2)CN(C(=O)Cc2ccc(CBr)cc2)CC3)cc1, CN1CCCCC1, CN(C)C=O. Product: [Br-], Cc1ccc(-c2ccc3c(c2)CN(C(=O)Cc2ccc(C[N+]4(C)CCCCC4)cc2)CC3)cc1. RXN SMILES: [Br:1][CH2:2][c:3]1[cH:4][cH:5][c:6]([CH2:9][C:10](=[O:11])[N:12]2[CH2:13][c:14]3[cH:15][c:16](-[c:22]4[cH:23][cH:24][c:25]([CH3:28])[cH:26][cH:27]4)[cH:17][cH:18][c:19]3[CH2:20][CH2:21]2)[cH:7][cH:8]1.[CH3:29][N:30]1[CH2:31][CH2:32][CH2:33][CH2:34][CH2:35]1.[CH3:36][N:37]([CH3:38])[CH:39]=[O:40]>>[Br-:1].[CH2:2]([c:3]1[cH:4][cH:5][c:6]([CH2:9][C:10](=[O:11])[N:12]2[CH2:13][c:14]3[cH:15][c:16](-[c:22]4[cH:23][cH:24][c:25]([CH3:28])[cH:26][cH:27]4)[cH:17][cH:18][c:19]3[CH2:20][CH2:21]2)[cH:7][cH:8]1)[N+:30]1([CH3:29])[CH2:31][CH2:32][CH2:33][CH2:34][CH2:35]1.